This data is from the Open Reaction Database (ORD), a public repository of structured organic reaction records. The task is: describe an organic reaction: reactants, conditions, products, and yield Starting materials: CCCCOc1c(CN(C(=O)[O-])C(C)(C)C)n(CC(C)C)c(=O)c2ccc(C(C)=O)cc12, CCOC(C)=O, Cl. Yields the product Cl, CCCCOc1c(CN)n(CC(C)C)c(=O)c2ccc(C(C)=O)cc12. RXN SMILES: [C:1]([N:5]([C:2](=[O:3])[O-:4])[CH2:9][c:10]1[n:11]([CH2:29][CH:30]([CH3:31])[CH3:32])[c:12](=[O:28])[c:13]2[cH:14][cH:15][c:16]([C:25]([CH3:26])=[O:27])[cH:17][c:18]2[c:19]1[O:20][CH2:21][CH2:22][CH2:23][CH3:24])([CH3:6])([CH3:7])[CH3:8].[CH3:34][CH2:35][O:36][C:37](=[O:38])[CH3:39].[ClH:33]>>[ClH:33].[NH2:5][CH2:9][c:10]1[n:11]([CH2:29][CH:30]([CH3:31])[CH3:32])[c:12](=[O:28])[c:13]2[cH:14][cH:15][c:16]([C:25]([CH3:26])=[O:27])[cH:17][c:18]2[c:19]1[O:20][CH2:21][CH2:22][CH2:23][CH3:24]. The reactants are Cl(=O)(=O)(=O)[O-].C(C)OC(=O)C=1C(CCN2C1[NH+](C1=C2C=CC=C1)C)C (4-Ethoxycarbonyl-1,2-dihydro-3,5-dimethyl-5H-pyrido[1,2-a]benzimidazolium perchlorate), Cl (HCl). Solvent: CCOCC (ether), CC(=O)N(C)C (dimethylacetamide). Product: Cl(=O)(=O)(=O)[O-].CC1C=C2[NH+](C3=C(N2CC1)C=CC=C3)C (1,2-Dihydro-3,5-dimethyl-5H-pyrido[1,2-a]-benzimidazolium perchlorate). Reaction SMILES: [Cl:1]([O-:5])(=[O:4])(=[O:3])=[O:2].C(OC([C:11]1[CH:12]([CH3:25])[CH2:13][CH2:14][N:15]2[C:19]3[CH:20]=[CH:21][CH:22]=[CH:23][C:18]=3[NH+:17]([CH3:24])[C:16]=12)=O)C.Cl>CC(N(C)C)=O.CCOCC>[Cl:1]([O-:5])(=[O:4])(=[O:3])=[O:2].[CH3:25][CH:12]1[CH2:13][CH2:14][N:15]2[C:16]([NH+:17]([CH3:24])[C:18]3[CH:23]=[CH:22][CH:21]=[CH:20][C:19]=32)=[CH:11]1 |f:0.1,5.6|. Reported procedure: 4-Ethoxycarbonyl-1,2-dihydro-3,5-dimethyl-5H-pyrido[1,2-a]benzimidazolium perchlorate (7.92g; 0.0213 mole) is boiled with stirring for 40 minutes in dimethylacetamide (50ml) containing concentrated HCl (3ml). During the reaction approximately half of the solution is allowed to boil away. The cooled reaction mixture is stirred overnight in a liter of ether. The ether is decanted and the residue is dissolved in hot water (300 ml) and filtered. Upon cooling to room temperature some gummy material s... Starting materials: NC1=CC=C(C=C1)N1N=NC(=C1CCC)C(=O)NC1CC1 (1-(4-aminophenyl)-N-cyclopropyl-5-propyl-1H-1,2,3-triazole-4-carboxamide), C(C)N=C=O (ethyl isocyanate). The reagents and catalysts are CN(C)C=1C=CN=CC1 (DMAP). The solvent is ClCCl (dichloromethane), ClCCl (dichloromethane). Reaction conditions: time 3 hour. Yields the product C1(CC1)NC(=O)C=1N=NN(C1CCC)C1=CC=C(C=C1)NC(=O)NCC (N-cyclopropyl-1-(4-{[(ethylamino)carbonyl]amino}phenyl)-5-propyl-1H-1,2,3-triazole-4-carboxamide). The yield is 49.0%. As a reaction SMILES: [NH2:1][C:2]1[CH:7]=[CH:6][C:5]([N:8]2[C:12]([CH2:13][CH2:14][CH3:15])=[C:11]([C:16]([NH:18][CH:19]3[CH2:21][CH2:20]3)=[O:17])[N:10]=[N:9]2)=[CH:4][CH:3]=1.[CH2:22]([N:24]=[C:25]=[O:26])[CH3:23]>CN(C1C=CN=CC=1)C.ClCCl>[CH:19]1([NH:18][C:16]([C:11]2[N:10]=[N:9][N:8]([C:5]3[CH:6]=[CH:7][C:2]([NH:1][C:25]([NH:24][CH2:22][CH3:23])=[O:26])=[CH:3][CH:4]=3)[C:12]=2[CH2:13][CH2:14][CH3:15])=[O:17])[CH2:20][CH2:21]1. Reported procedure: To a solution of 1-(4-aminophenyl)-N-cyclopropyl-5-propyl-1H-1,2,3-triazole-4-carboxamide (0.40 g) obtained in Example 1d) and DMAP (0.34 g) in dichloromethane (14 ml) was added ethyl isocyanate (0.79 ml) at room temperature and the mixture was stirred for 3 hr. The reaction mixture was diluted with dichloromethane, and washed with saturated aqueous sodium hydrogen carbonate solution. The organic layer was dried over magnesium sulfate, and the solvent was evaporated under reduced pressure. The r... Reactants: CC(NC(=O)OCc1ccccc1)C(=O)O, Cl, COP(=O)(CN)OC. The product is COP(=O)(CNC(=O)C(C)NC(=O)OCc1ccccc1)OC. Reaction SMILES: [CH2:1]([c:2]1[cH:3][cH:4][cH:5][cH:6][cH:7]1)[O:8][C:9](=[O:10])[NH:11][CH:12]([CH3:13])[C:14](=[O:15])[OH:16].[ClH:17].[NH2:18][CH2:19][P:20]([O:21][CH3:22])([O:23][CH3:24])=[O:25]>>[CH2:1]([c:2]1[cH:3][cH:4][cH:5][cH:6][cH:7]1)[O:8][C:9](=[O:10])[NH:11][CH:12]([CH3:13])[C:14](=[O:16])[NH:18][CH2:19][P:20]([O:21][CH3:22])([O:23][CH3:24])=[O:25].